From a dataset of the Open Reaction Database (ORD), a public repository of structured organic reaction records. describe an organic reaction: reactants, conditions, products, and yield Starting materials: COc1ccc(Cc2cc(N)n[nH]2)cc1, Nc1cc[nH]n1, C1CCOC1, O=C1Nc2ccccc2C1=CO. Product: COc1ccc(Cc2cc(NC=C3C(=O)Nc4ccccc43)n[nH]2)cc1. As a reaction SMILES: [CH3:19][O:20][c:21]1[cH:22][cH:23][c:24]([CH2:25][c:26]2[cH:27][c:28]([NH2:31])[n:29][nH:30]2)[cH:32][cH:33]1.[NH2:1][c:2]1[cH:3][cH:4][nH:5][n:6]1.[O:34]1[CH2:35][CH2:36][CH2:37][CH2:38]1.[OH:7][CH:8]=[C:9]1[C:10](=[O:18])[NH:11][c:12]2[cH:13][cH:14][cH:15][cH:16][c:17]21>>[CH:8](=[C:9]1[C:10](=[O:18])[NH:11][c:12]2[cH:13][cH:14][cH:15][cH:16][c:17]21)[NH:31][c:28]1[cH:27][c:26]([CH2:25][c:24]2[cH:23][cH:22][c:21]([O:20][CH3:19])[cH:33][cH:32]2)[nH:30][n:29]1. The reactants are CC(C)C(=O)Nc1c[nH]c2ncc(Br)c(N3CCCC(NC(=O)OC(C)(C)C)C3)c12, C1CCOC1, [Li]C, [Li]CCCC, ClC(Cl)(Cl)C(Cl)(Cl)Cl, O. Yields the product CC(C)C(=O)Nc1c[nH]c2ncc(Cl)c(N3CCCC(NC(=O)OC(C)(C)C)C3)c12. As a reaction SMILES: [Br:1][c:2]1[c:3]([N:17]2[CH2:18][CH:19]([NH:23][C:24]([O:25][C:26]([CH3:27])([CH3:28])[CH3:29])=[O:30])[CH2:20][CH2:21][CH2:22]2)[c:4]2[c:5]([n:6][cH:7]1)[nH:8][cH:9][c:10]2[NH:11][C:12]([CH:13]([CH3:14])[CH3:15])=[O:16].[CH2:46]1[O:47][CH2:48][CH2:49][CH2:50]1.[CH3:31][Li:32].[CH3:33][CH2:34][CH2:35][CH2:36][Li:37].[Cl:38][C:39]([C:40]([Cl:41])([Cl:42])[Cl:43])([Cl:44])[Cl:45].[OH2:51]>>[c:2]1([Cl:38])[c:3]([N:17]2[CH2:18][CH:19]([NH:23][C:24]([O:25][C:26]([CH3:27])([CH3:28])[CH3:29])=[O:30])[CH2:20][CH2:21][CH2:22]2)[c:4]2[c:5]([n:6][cH:7]1)[nH:8][cH:9][c:10]2[NH:11][C:12]([CH:13]([CH3:14])[CH3:15])=[O:16]. Reactants: ClC1=CC=C(C=C1)N1C(=NC2=C(C1=O)N=NN2C2=CC(=CC=C2)S(=O)(=O)C)C2=CC=C(C=C2)B2OC(C(O2)(C)C)(C)C (6-(4-chloro-phenyl)-3-(3-methanesulfonyl-phenyl)-5-[4-(4,4,5,5-tetramethyl-[1,3,2]dioxaborolan-2-yl)-phenyl]-3,6-dihydro-[1,2,3]triazolo[4,5-d]pyrimidin-7-one), C(=O)([O-])[O-].[Cs+].[Cs+] (Cs2CO3), [Cl-].C(C)(C)C1=C(C(=CC=C1)C(C)C)[N+]1=CN(C=C1)C1=C(C=CC=C1C(C)C)C(C)C (1,3-bis-(2,6-diisopropyl-phenyl)-3H-imidazol-1-ium chloride), O1CCOCC1 (1,4-dioxane). The reagents and catalysts are C=1C=CC(=CC1)/C=C/C(=O)/C=C/C2=CC=CC=C2.C=1C=CC(=CC1)/C=C/C(=O)/C=C/C2=CC=CC=C2.C=1C=CC(=CC1)/C=C/C(=O)/C=C/C2=CC=CC=C2.[Pd].[Pd] (Pd2(dba)3). The solvent is O (H2O). Run at temperature 90 celsius. Yields the product ClC1=CC=C(C=C1)N1C(=NC2=C(C1=O)N=NN2C2=CC(=CC=C2)S(=O)(=O)C)C2=CC=C(C=C2)C2=NC=CN=C2 (6-(4-Chloro-phenyl)-3-(3-methanesulfonyl-phenyl)-5-(4-pyrazin-2-yl-phenyl)-3,6-dihydro-[1,2,3]triazolo[4,5-d]pyrimidin-7-one). RXN SMILES: [Cl:1][C:2]1[CH:7]=[CH:6][C:5]([N:8]2[C:13](=[O:14])[C:12]3[N:15]=[N:16][N:17]([C:18]4[CH:23]=[CH:22][CH:21]=[C:20]([S:24]([CH3:27])(=[O:26])=[O:25])[CH:19]=4)[C:11]=3[N:10]=[C:9]2[C:28]2[CH:33]=[CH:32][C:31](B3OC(C)(C)C(C)(C)O3)=[CH:30][CH:29]=2)=[CH:4][CH:3]=1.C([O-])([O-])=O.[Cs+].[Cs+].[Cl-].C(C1C=CC=C(C(C)C)C=1[N+:62]1[CH:66]=[CH:65][N:64]([C:67]2[C:72](C(C)C)=CC=CC=2C(C)C)C=1)(C)C.O1CCOCC1>C1C=CC(/C=C/C(/C=C/C2C=CC=CC=2)=O)=CC=1.C1C=CC(/C=C/C(/C=C/C2C=CC=CC=2)=O)=CC=1.C1C=CC(/C=C/C(/C=C/C2C=CC=CC=2)=O)=CC=1.[Pd].[Pd].O>[Cl:1][C:2]1[CH:7]=[CH:6][C:5]([N:8]2[C:13](=[O:14])[C:12]3[N:15]=[N:16][N:17]([C:18]4[CH:23]=[CH:22][CH:21]=[C:20]([S:24]([CH3:27])(=[O:25])=[O:26])[CH:19]=4)[C:11]=3[N:10]=[C:9]2[C:28]2[CH:33]=[CH:32][C:31]([C:66]3[CH:65]=[N:64][CH:67]=[CH:72][N:62]=3)=[CH:30][CH:29]=2)=[CH:4][CH:3]=1 |f:1.2.3,4.5,7.8.9.10.11|. Procedure details: A reaction tube is charged with 6-(4-chloro-phenyl)-3-(3-methanesulfonyl-phenyl)-5-[4-(4,4,5,5-tetramethyl-[1,3,2]dioxaborolan-2-yl)-phenyl]-3,6-dihydro-[1,2,3]triazolo[4,5-d]pyrimidin-7-one (32 mg, 0.053 mmol), 2-chloropyrizine (12.1 mg, 0.106 mmol), Cs2CO3 (34.5 mg, 0.106 mmol), Pd2(dba)3 (5.5 mg, 0.005 mmol), 1,3-bis-(2,6-diisopropyl-phenyl)-3H-imidazol-1-ium chloride (4.7 mg, 0.011 mmol) and anhydrous 1,4-dioxane (0.5 mL). The mixture is thoroughly degassed by alternately connecting the flas... Starting materials: C1(=CC=CC=C1)[C@H](N)CO ((S)-(+)-2-Phenylglycinol), C(=S)=S (carbon disulfide). The solvent is [OH-].[K+].O (KOH H2O). Run at temperature 110 celsius. Yields the product C1(=CC=CC=C1)[C@@H]1NC(SC1)=S (4(S)-phenyl-thiazolidine-2-thione). Yield: 8.7%. Reaction SMILES: [C:1]1([C@@H:7]([CH2:9]O)[NH2:8])[CH:6]=[CH:5][CH:4]=[CH:3][CH:2]=1.[C:11](=[S:13])=[S:12]>[OH-].[K+].O>[C:1]1([C@H:7]2[CH2:9][S:13][C:11](=[S:12])[NH:8]2)[CH:6]=[CH:5][CH:4]=[CH:3][CH:2]=1 |f:2.3.4|. Procedure details: To a solution of (S)-(+)-2-Phenylglycinol(1.40 g, 10 mmol) in 1N KOH/H2O (10 ml) at room temperature, was added carbon disulfide (3 ml, 50 mmol). The resulting solution was heated by a pre-heated oil-bath (110° C.) to reflux for 20 h after which the reaction mixture was cooled to room temperature and extracted with CH2Cl2 (3×30 ml), dried over Na2SO4. The solvent was removed in vacuo and the residue was purified by column chromatography over silica gel with 1:1 hexane/CH2Cl2 followed by CH2Cl2 a... Starting materials: COC=1C=C2C(C(NC2=CC1OC)=O)=CO (5,6-Dimethoxy-3-hydroxymethylene oxindole), C(C)(=O)O (acetic acid), COC=1C=C(C=CC1OC)N1CCNCC1 (N-(3,4-dimethoxyphenyl)piperazine). The solvent is C1=CC=CC=C1 (benzene). The product is COC=1C=C2C(C(NC2=CC1OC)=O)=CN1CCN(CC1)C1=CC(=C(C=C1)OC)OC (5,6-Dimethoxy-3[4(3,4-dimethoxyphenyl)piperazino]methylene oxindole). RXN SMILES: [CH3:1][O:2][C:3]1[CH:4]=[C:5]2[C:9](=[CH:10][C:11]=1[O:12][CH3:13])[NH:8][C:7](=[O:14])[C:6]2=[CH:15]O.C(O)(=O)C.[CH3:21][O:22][C:23]1[CH:24]=[C:25]([N:31]2[CH2:36][CH2:35][NH:34][CH2:33][CH2:32]2)[CH:26]=[CH:27][C:28]=1[O:29][CH3:30]>C1C=CC=CC=1>[CH3:1][O:2][C:3]1[CH:4]=[C:5]2[C:9](=[CH:10][C:11]=1[O:12][CH3:13])[NH:8][C:7](=[O:14])[C:6]2=[CH:15][N:34]1[CH2:33][CH2:32][N:31]([C:25]2[CH:26]=[CH:27][C:28]([O:29][CH3:30])=[C:23]([O:22][CH3:21])[CH:24]=2)[CH2:36][CH2:35]1. Procedure: 3.00 g. of 5,6-Dimethoxy-3-hydroxymethylene oxindole, 2.3 g. acetic acid and 4.1 g. N-(3,4-dimethoxyphenyl)piperazine [J. Med. Chem. 10 (5) 812 (1967)] in 40 ml. benzene were reacted as described in Example 5 to give 4.67 g. product, m.p. 193°-195° C.